This data is from the Open Reaction Database (ORD), a public repository of structured organic reaction records. The task is: describe an organic reaction: reactants, conditions, products, and yield Reactants: OS(=O)(=O)O (H2SO4), NC1=C(C=C(C(=O)O)C=C1Br)Br (4-amino-3,5-dibromobenzoic acid), CO (MeOH). Run at temperature 80 celsius, time 8 hour. The product is NC1=C(C=C(C(=O)OC)C=C1Br)Br (Methyl 4-amino-3,5-dibromobenzoate), solid. Yield: 95.0%. Reaction SMILES: OS(O)(=O)=O.[NH2:6][C:7]1[C:15]([Br:16])=[CH:14][C:10]([C:11]([OH:13])=[O:12])=[CH:9][C:8]=1[Br:17].[CH3:18]O>>[NH2:6][C:7]1[C:8]([Br:17])=[CH:9][C:10]([C:11]([O:13][CH3:18])=[O:12])=[CH:14][C:15]=1[Br:16]. Procedure details: conc. H2SO4 (1.35 mL, 25.48 mmol) was added dropwise to a stirred solution of 4-amino-3,5-dibromobenzoic acid (5.0 g, 16.99 mmol) in MeOH (50 mL) at ambient temperature and the reaction mixture was then stirred at 80° C. for 8 h. The reaction mixture was allowed to cool to ambient temperature, volatiles were evaporated and ice-water was added to the residue and extracted with EtOAc. The organic layer was washed with aqueous NaHCO3 solution followed by brine and water, dried (Na2SO4), filtered an... Reactants: COC(C1=CN=C(C(=C1)Cl)Cl)=O (5,6-Dichloro-nicotinic acid methyl ester), C[C@H]1NCCNC1 ((R)-(−)-2-methyl-piperazine). The product is COC(C1=CN=C(C(=C1)Cl)N1C[C@H](NCC1)C)=O (5-Chloro-6-[(3R)-3-methyl-piperazin-1-yl]-nicotinic acid methyl ester). RXN SMILES: [CH3:1][O:2][C:3](=[O:12])[C:4]1[CH:9]=[C:8]([Cl:10])[C:7](Cl)=[N:6][CH:5]=1.[CH3:13][C@@H:14]1[CH2:19][NH:18][CH2:17][CH2:16][NH:15]1>>[CH3:1][O:2][C:3](=[O:12])[C:4]1[CH:9]=[C:8]([Cl:10])[C:7]([N:18]2[CH2:17][CH2:16][NH:15][C@H:14]([CH3:13])[CH2:19]2)=[N:6][CH:5]=1. Reported procedure: 5,6-Dichloro-nicotinic acid methyl ester from step (a) above (1.23 g, 6.0 mmol) and (R)-(−)-2-methyl-piperazine (667 mg, 6.6 mmol, Aldrich) reacted under the conditions of Example 3a to give the title compound as a white solid. MS ESI, pos. ion) m/e: 270 (M+1). Starting materials: CC(C)C(=O)[O-], CCSC(=O)OC(C)Cl, CCCC[N+](CCCC)(CCCC)CCCC, C1CCOC1. Product: CCSC(=O)OC(C)OC(=O)C(C)C. RXN SMILES: [C:1]([CH:2]([CH3:3])[CH3:4])(=[O:5])[O-:6].[C:24]([O:25][CH:26]([CH3:27])[Cl:28])([S:29][CH2:30][CH3:31])=[O:32].[CH2:7]([N+:8]([CH2:9][CH2:10][CH2:11][CH3:12])([CH2:13][CH2:14][CH2:15][CH3:16])[CH2:17][CH2:18][CH2:19][CH3:20])[CH2:21][CH2:22][CH3:23].[O:33]1[CH2:34][CH2:35][CH2:36][CH2:37]1>>[C:1]([CH:2]([CH3:3])[CH3:4])([O:5][CH:26]([O:25][C:24]([S:29][CH2:30][CH3:31])=[O:32])[CH3:27])=[O:6]. The reactants are [H-].[Na+] (Sodium hydride), C(C)(C)(C)O.COC1(CCN(CC1)C(=O)O)C1=CC=2C(=C(N=CC2)OC)O1 (4-methoxy-4-(7-methoxyfuro[2,3-c]pyridin-2-yl)piperidine carboxylic acid tert-butyl alcohol), IC (Iodomethane). The solvent is C(C)(=O)OCC (ethyl acetate), CN(C=O)C (N,N-dimethylformamide). Conditions: time 30 minute. The product is C(C)(C)(C)OC(=O)N1CCC(CC1)(C1=CC=2C(=C(N=CC2)OC)O1)OC (4-methoxy-4-(7-methoxyfuro[2,3-c]pyridin-2-yl)piperidine-1-carboxylic acid tert-butyl ester). The yield is 124.5%. As a reaction SMILES: [C:1]([OH:5])([CH3:4])([CH3:3])[CH3:2].[CH3:6][O:7][C:8]1([C:17]2[O:27][C:20]3=[C:21]([O:25][CH3:26])[N:22]=[CH:23][CH:24]=[C:19]3[CH:18]=2)[CH2:13][CH2:12][N:11]([C:14](O)=[O:15])[CH2:10][CH2:9]1.[H-].[Na+].IC>CN(C)C=O.C(OCC)(=O)C>[C:1]([O:5][C:14]([N:11]1[CH2:10][CH2:9][C:8]([O:7][CH3:6])([C:17]2[O:27][C:20]3=[C:21]([O:25][CH3:26])[N:22]=[CH:23][CH:24]=[C:19]3[CH:18]=2)[CH2:13][CH2:12]1)=[O:15])([CH3:4])([CH3:3])[CH3:2] |f:0.1,2.3|. Procedure details: A solution of 4-methoxy-4-(7-methoxyfuro[2,3-c]pyridin-2-yl)piperidine carboxylic acid tert-butyl alcohol (8.59 g) in dry N,N-dimethylformamide (100 ml) was stirred at room temperature under an atmosphere of dry nitrogen. Sodium hydride (60% in oil, 1.18 g) was added portionwise and stirring continued for 30 minutes. Iodomethane (3.07 ml) was added and stirring continued for 80 minutes. The mixture was diluted with ethyl acetate (300 ml) and washed with water (4×100 ml) and brine (1×100 ml). The... Starting materials: ClC=1C2=C(N=CN1)OC(=C2C2=CC=C(C=C2)OC)C2=CC=CC=C2 (4-chloro-5-(4-methoxyphenyl)-6-phenylfuro[2,3-d]pyrimidine), C(C)OC(CCCCCO)=O (6-hydroxyhexanoic acid ethyl ester), [H-].[Na+] (sodium hydride), ClCCl (dichloromethane). Solvent: C1CCOC1 (THF), CN(C)C=O (DMF), O (water). Reaction conditions: time 1 hour. Yields the product C(C)OC(CCCCCOC=1C2=C(N=CN1)OC(=C2C2=CC=C(C=C2)OC)C2=CC=CC=C2)=O (6-{[5-(4-Methoxyphenyl)-6-phenylfuro[2,3-d]pyrimidin-4-yl]oxy}hexanoic acid ethyl ester). Reaction SMILES: [H-].[Na+].Cl[C:4]1[C:5]2[C:12]([C:13]3[CH:18]=[CH:17][C:16]([O:19][CH3:20])=[CH:15][CH:14]=3)=[C:11]([C:21]3[CH:26]=[CH:25][CH:24]=[CH:23][CH:22]=3)[O:10][C:6]=2[N:7]=[CH:8][N:9]=1.[CH2:27]([O:29][C:30](=[O:37])[CH2:31][CH2:32][CH2:33][CH2:34][CH2:35][OH:36])[CH3:28].ClCCl>C1COCC1.CN(C=O)C.O>[CH2:27]([O:29][C:30](=[O:37])[CH2:31][CH2:32][CH2:33][CH2:34][CH2:35][O:36][C:4]1[C:5]2[C:12]([C:13]3[CH:18]=[CH:17][C:16]([O:19][CH3:20])=[CH:15][CH:14]=3)=[C:11]([C:21]3[CH:26]=[CH:25][CH:24]=[CH:23][CH:22]=3)[O:10][C:6]=2[N:7]=[CH:8][N:9]=1)[CH3:28] |f:0.1|. Reported procedure: Add 42.8 mg sodium hydride (60% dispersion in oil, approx. 1.07 mmol) in portions, at RT, to a mixture of 300 mg (0.89 mmol) 4-chloro-5-(4-methoxyphenyl)-6-phenylfuro[2,3-d]pyrimidine and 214 mg (1.34 mmol) 6-hydroxyhexanoic acid ethyl ester in 1.0 ml THF and 0.7 ml DMF. Stir the mixture for 1 h at RT, and then add dichloromethane and water. Wash the organic phase with saturated sodium chloride solution, dry over sodium sulphate and concentrate by vacuum evaporation. After preparative RP-HPLC, 1...